This data is from the Open Reaction Database (ORD), a public repository of structured organic reaction records. The task is: describe an organic reaction: reactants, conditions, products, and yield Reactants: intermediate 19, N1(CCOCC1)C1=C(C=CC=C1)O (2-morpholin-4-yl-phenol), COC(C(CC1CCCC1)Br)=O (2-bromo-3-cyclopentyl-propionic acid methyl ester), ClC=1C(N(N=CC1Cl)C1OCCCC1)=O (4,5-dichloro-2-(tetrahydropyran-2-yl)-2H-pyridazin-3-one), ClC=1C(N(N=CC1Cl)C1OCCCC1)=O (4,5-dichloro-2-(tetrahydropyran-2-yl)-2H-pyridazin-3-one), COC(C(CC1CCCC1)Br)=O (2-bromo-3-cyclopentyl-propionic acid methyl ester). The product is C1(CCCC1)CC(C(=O)O)N1N=CC(=CC1=O)OC1=C(C=CC=C1)N1CCOCC1 (3-cyclopentyl-2-[4-(2-morpholin-4-yl-phenoxy)-6-oxo-6H-pyridazin-1-yl]-propionic acid). Isolated yield 64.0%. As a reaction SMILES: Cl[C:2]1[C:3](=[O:15])[N:4](C2CCCCO2)[N:5]=[CH:6][C:7]=1Cl.[N:16]1([C:22]2[CH:27]=[CH:26][CH:25]=[CH:24][C:23]=2[OH:28])[CH2:21][CH2:20][O:19][CH2:18][CH2:17]1.C[O:30][C:31](=[O:40])[CH:32](Br)[CH2:33][CH:34]1[CH2:38][CH2:37][CH2:36][CH2:35]1>>[CH:34]1([CH2:33][CH:32]([N:4]2[C:3](=[O:15])[CH:2]=[C:7]([O:28][C:23]3[CH:24]=[CH:25][CH:26]=[CH:27][C:22]=3[N:16]3[CH2:17][CH2:18][O:19][CH2:20][CH2:21]3)[CH:6]=[N:5]2)[C:31]([OH:30])=[O:40])[CH2:38][CH2:37][CH2:36][CH2:35]1. Procedure: In an analogous manner to the stepwise sequence outlined in intermediate 19, starting from 4,5-dichloro-2-(tetrahydropyran-2-yl)-2H-pyridazin-3-one (Intermediate 20) and 2-morpholin-4-yl-phenol and alkylating with 2-bromo-3-cyclopentyl-propionic acid methyl ester (Intermediate 10) afforded 3-cyclopentyl-2-[4-(2-morpholin-4-yl-phenoxy)-6-oxo-6H-pyridazin-1-yl]-propionic acid (8.5 g, 64%) as a white solid; LC-MS: 414 [M+H+]. HPLC: >99% (purity). 1H-NMR (300 MHz, DMSO-d6): δ 12.9 (s, 1H), 8.00 (s, ...